Dataset: the Open Reaction Database (ORD), a public repository of structured organic reaction records. Task: describe an organic reaction: reactants, conditions, products, and yield Starting materials: BrCC1=CC(=CC=C1)OC (1-(bromomethyl)-3-methoxybenzene), O1C(=CC=C1)CNS(=O)(=O)C1=CC=C(C(=O)O)C=C1 (4-(N-(furan-2-ylmethyl)sulfamoyl)benzoic acid). The product is O1C(=CC=C1)CN(S(=O)(=O)C1=CC=C(C(=O)O)C=C1)CC1=CC(=CC=C1)OC (4-(N-(furan-2-ylmethyl)-N-(3-methoxybenzyl)sulfamoyl)benzoic acid). Yield: 35.0%. Reaction SMILES: Br[CH2:2][C:3]1[CH:8]=[CH:7][CH:6]=[C:5]([O:9][CH3:10])[CH:4]=1.[O:11]1[CH:15]=[CH:14][CH:13]=[C:12]1[CH2:16][NH:17][S:18]([C:21]1[CH:29]=[CH:28][C:24]([C:25]([OH:27])=[O:26])=[CH:23][CH:22]=1)(=[O:20])=[O:19]>>[O:11]1[CH:15]=[CH:14][CH:13]=[C:12]1[CH2:16][N:17]([CH2:2][C:3]1[CH:8]=[CH:7][CH:6]=[C:5]([O:9][CH3:10])[CH:4]=1)[S:18]([C:21]1[CH:29]=[CH:28][C:24]([C:25]([OH:27])=[O:26])=[CH:23][CH:22]=1)(=[O:20])=[O:19]. Reported procedure: Prepared as in Example 5-5 from 1-(bromomethyl)-3-methoxybenzene and 4-(N-(furan-2-ylmethyl)sulfamoyl)benzoic acid (Example 572b). Yield 35%. MS M+H calculated 402.3, found 402.0. Reactants: CCN(CC)c1ccccc1, Cc1n[nH]c2c(O)ncnc12, O=P(Cl)(Cl)Cl. Product: Cc1n[nH]c2c(Cl)ncnc12. As a reaction SMILES: [CH2:12]([N:13]([CH2:14][CH3:15])[c:16]1[cH:17][cH:18][cH:19][cH:20][cH:21]1)[CH3:22].[CH3:1][c:2]1[n:3][nH:4][c:5]2[c:6]1[n:7][cH:8][n:9][c:10]2[OH:11].[P:23]([Cl:24])([Cl:25])([Cl:26])=[O:27]>>[CH3:1][c:2]1[n:3][nH:4][c:5]2[c:6]1[n:7][cH:8][n:9][c:10]2[Cl:25]. The reactants are ClC1=NC=C(C=C1Cl)C(F)(F)F (2,3-dichloro-5-(trifluoromethyl)pyridine), N1=CC=CC2=CC(=CC=C12)CNS(=O)(=O)C1=CC=C(C(=O)OC)C=C1 (Methyl 4-(N-(quinolin-6-ylmethyl)sulfamoyl)benzoate). The product is ClC=1C(=NC=C(C1)C(F)(F)F)N(S(=O)(=O)C1=CC=C(C(=O)OC)C=C1)CC=1C=C2C=CC=NC2=CC1 (Methyl 4-(N-(3-chloro-5-(trifluoromethyl)pyridin-2-yl)-N-(quinolin-6-ylmethyl)sulfamoyl)benzoate). RXN SMILES: Cl[C:2]1[C:7]([Cl:8])=[CH:6][C:5]([C:9]([F:12])([F:11])[F:10])=[CH:4][N:3]=1.[N:13]1[C:22]2[C:17](=[CH:18][C:19]([CH2:23][NH:24][S:25]([C:28]3[CH:37]=[CH:36][C:31]([C:32]([O:34][CH3:35])=[O:33])=[CH:30][CH:29]=3)(=[O:27])=[O:26])=[CH:20][CH:21]=2)[CH:16]=[CH:15][CH:14]=1>>[Cl:8][C:7]1[C:2]([N:24]([CH2:23][C:19]2[CH:18]=[C:17]3[C:22](=[CH:21][CH:20]=2)[N:13]=[CH:14][CH:15]=[CH:16]3)[S:25]([C:28]2[CH:29]=[CH:30][C:31]([C:32]([O:34][CH3:35])=[O:33])=[CH:36][CH:37]=2)(=[O:26])=[O:27])=[N:3][CH:4]=[C:5]([C:9]([F:12])([F:11])[F:10])[CH:6]=1. Procedure details: The titled compound was prepared according to the procedure described in step-2 of Example 1 from 2,3-dichloro-5-(trifluoromethyl)pyridine and methyl 4-(N-(quinolin-6-ylmethyl)sulfamoyl)benzoate (step-1 of Example 39). Reactants: C(C)(=O)OCC (ethyl acetate), II (iodine), [OH-].[K+] (potassium hydroxide), COC=1C=C(C=CC1)C1=CC=2NN=CC2S1 (5-(3-methoxy-phenyl)-1H-thieno[3,2-c]pyrazole), COC=1C=C(C=CC1)C1=CC=2NN=CC2S1 (5-(3-methoxy-phenyl)-1H-thieno[3,2-c]pyrazole). Solvent: CN(C=O)C (dimethylformamide). Conditions: time 10 minute. Yields the product IC=1C2=C(NN1)C=C(S2)C2=CC(=CC=C2)OC (3-iodo-5-(3-methoxyphenyl)-1H-thieno[3,2-c]pyrazole). The yield is 91.3%. Reaction SMILES: C(OCC)(=O)C.[OH-].[K+].[CH3:9][O:10][C:11]1[CH:12]=[C:13]([C:17]2[S:24][C:23]3[CH:22]=[N:21][NH:20][C:19]=3[CH:18]=2)[CH:14]=[CH:15][CH:16]=1.[I:25]I>CN(C)C=O>[I:25][C:22]1[C:23]2[S:24][C:17]([C:13]3[CH:14]=[CH:15][CH:16]=[C:11]([O:10][CH3:9])[CH:12]=3)=[CH:18][C:19]=2[NH:20][N:21]=1 |f:1.2|. Procedure details: A mixture of 1-(thieno[3,2-c]pyrazol-1-yl)-ethanone (5.00 g, 30.1 mmol), N-bromosuccinimide (16.1 g, 90.4 mmol), and chloroform (100 mL) was heated at 50° C. under nitrogen for 5 hours. The orange mixture was stirred at room temperature for an additional 17 hours. The red-orange mixture was filtered, the insolubles washed twice with dichloromethane (60 mL). The filtrate was washed with 10% aqueous NaHSO3 (60 mL) and then twice with water (60 mL), then dried over magnesium sulfate, and concentrat... Reaction SMILES: O=C1CCC(=O)N1[C:8](=[O:20])[C:9]([NH:12][C:13](=[O:19])[O:14][C:15]([CH3:18])([CH3:17])[CH3:16])([CH3:11])[CH3:10].[NH2:21][C@H:22]([C@@H:26]([O:28][CH2:29][C:30]1[CH:35]=[CH:34][CH:33]=[CH:32][CH:31]=1)[CH3:27])[C:23]([OH:25])=[O:24].O>C1COCC1>[CH2:29]([O:28][C@@H:26]([CH3:27])[C@@H:22]([NH:21][C:8](=[O:20])[C:9]([NH:12][C:13]([O:14][C:15]([CH3:18])([CH3:17])[CH3:16])=[O:19])([CH3:11])[CH3:10])[C:23]([OH:25])=[O:24])[C:30]1[CH:31]=[CH:32][CH:33]=[CH:34][CH:35]=1. Reaction conditions: temperature 50 celsius, time 4 hour. Yields the product C(C1=CC=CC=C1)O[C@H]([C@H](C(=O)O)NC(C(C)(C)NC(=O)OC(C)(C)C)=O)C ((2R,3S)-3-(Benzyloxy)-2-(2-(tert-butoxycarbonylamino)-2-methylpropanamido)butanoic acid). Run in C1CCOC1 (THF). Procedure details: A mixture comprising of tert-butyl 1-(2,5-dioxopyrrolidin-1-yl)-2-methyl-1-oxopropan-2-ylcarbamate (1 g, 3.33 mmol) (prepared according to the procedure described in EP1486498A1 page 20) and (2R,3S)-2-amino-3-(benzyloxy)butanoic acid (0.697 g, 3.33 mmol) in THF (40 ml)/water (10 ml) was treated with TEA (1.392 ml, 9.99 mmol) and stirred at 50° C. for 4 hours. The resulting mixture was concentrated in vacuo and EtOAc (20 ml) was added. The pH was adjusted to pH2 with 1M HCl. The organic portion w... The reactants are O=C1N(C(CC1)=O)C(C(C)(C)NC(OC(C)(C)C)=O)=O (tert-butyl 1-(2,5-dioxopyrrolidin-1-yl)-2-methyl-1-oxopropan-2-ylcarbamate), TEA, N[C@@H](C(=O)O)[C@H](C)OCC1=CC=CC=C1 ((2R,3S)-2-amino-3-(benzyloxy)butanoic acid), O (water).